From a dataset of the Open Reaction Database (ORD), a public repository of structured organic reaction records. describe an organic reaction: reactants, conditions, products, and yield The reactants are Cl (HCl), C(#N)C(C(=O)OCC)C(C)C (ethyl 2-cyano-3-methylbutanoate), C(C)NC(=O)N (ethyl urea), [O-]CC.[Na+] (sodium ethoxide). Solvent: O (water), CCO (EtOH), C(C)O (ethanol). Run at time 12.25 hour. The product is C(C)N1C(=O)NC(=O)C(=C1N)C(C)C (1-ethyl-5-isopropyl-6-amino uracil). The yield is 39.3%. As a reaction SMILES: [C:1]([CH:3]([CH:9]([CH3:11])[CH3:10])[C:4]([O:6]CC)=O)#[N:2].[CH2:12]([NH:14][C:15]([NH2:17])=[O:16])[CH3:13].[O-]CC.[Na+].Cl>C(O)C.O>[CH2:12]([N:14]1[C:1]([NH2:2])=[C:3]([CH:9]([CH3:10])[CH3:11])[C:4](=[O:6])[NH:17][C:15]1=[O:16])[CH3:13] |f:2.3|. Procedure details: A flask was charged with ethyl 2-cyano-3-methylbutanoate (3b, 10.0 g, 64.4 mmol), ethyl urea (3a, 5.96 g, 67.6 mmol) and EtOH (129 mL). To the slurry at room temperature was added sodium ethoxide in ethanol (21% w/w soln, 28.8 mL), mild exotherm detected. The heterogeneous reaction mixture was then heated to reflux. The reaction was refluxed for 4 to 12 h. Upon reaction completion, as determined by TLC analysis, the reaction mixture was concentrated and solvent exchanged to acetonitrile (ACN) th... The reactants are O=C1N=C(SC2=C1C=CC=C2)C2=CC=CC(=N2)CS(=O)(=O)[O-] (6-(4-oxo-4H-1,3-benzothiazin-2-yl)-2-pyridylmethanesulfonate), C(C)(=O)OCC (ethyl acetate), C(CS)(=O)OC (Methyl thioglycolate), [H-].[Na+] (sodium hydride). Solvent: CN(C)C=O (DMF), O (water). Run at time 18 hour. The product is O=C1N=C(SC2=C1C=CC=C2)C2=CC=CC(=N2)CSCC(=O)OC (Methyl ({[6-(4-oxo-4H-1,3-benzothiazin-2-yl)-2-pyridyl]methyl}thio)acetate). Yield: 51.1%. Reaction SMILES: [C:1]([O:5][CH3:6])(=[O:4])[CH2:2][SH:3].[H-].[Na+].[O:9]=[C:10]1[C:15]2[CH:16]=[CH:17][CH:18]=[CH:19][C:14]=2[S:13][C:12]([C:20]2[N:25]=[C:24]([CH2:26]S([O-])(=O)=O)[CH:23]=[CH:22][CH:21]=2)=[N:11]1.C(OCC)(=O)C>CN(C=O)C.O>[O:9]=[C:10]1[C:15]2[CH:16]=[CH:17][CH:18]=[CH:19][C:14]=2[S:13][C:12]([C:20]2[N:25]=[C:24]([CH2:26][S:3][CH2:2][C:1]([O:5][CH3:6])=[O:4])[CH:23]=[CH:22][CH:21]=2)=[N:11]1 |f:1.2|. Reported procedure: Methyl thioglycolate (0.35 g, 3.30 mmol) and sodium hydride (60% in oil, 0.15 g, 3.60 mmol) were dissolved in DMF (30 ml), and 6-(4-oxo-4H-1,3-benzothiazin-2-yl)-2-pyridylmethanesulfonate (1.05 g, 3.00 mmol) was added thereto. The reaction mixture was stirred at room temperature for 18 hrs and combined with ethyl acetate and water. The organic layer was washed with saturated brine and dried over anhydrous magnesium sulfate. The solvent was evaporated and the residue was recrystallized from ethan... Reactants: COC1=CC=C(CNCCNC(=O)C=2SC=CC2NC2=C3C(=NC=C2)NC=C3)C=C1 (3-(1H-Pyrrolo[2,3-b]pyridin-4-ylamino)-thiophene-2-carboxylic acid [2-(4-methoxy-benzylamino)-ethyl]-amide), ClC=1C=C(C=O)C=CC1 (3-chlorobenzaldehyde). The product is ClC=1C=C(CNCCNC(=O)C=2SC=CC2NC2=C3C(=NC=C2)NC=C3)C=CC1 (3-(1H-Pyrrolo[2,3-b]pyridin-4-ylamino)-thiophene-2-carboxylic acid [2-(3-chloro-benzylamino)-ethyl]-amide). Reaction SMILES: CO[C:3]1[CH:30]=[CH:29][C:6]([CH2:7][NH:8][CH2:9][CH2:10][NH:11][C:12]([C:14]2[S:15][CH:16]=[CH:17][C:18]=2[NH:19][C:20]2[CH:25]=[CH:24][N:23]=[C:22]3[NH:26][CH:27]=[CH:28][C:21]=23)=[O:13])=[CH:5][CH:4]=1.[Cl:31]C1C=C(C=CC=1)C=O>>[Cl:31][C:4]1[CH:5]=[C:6]([CH:29]=[CH:30][CH:3]=1)[CH2:7][NH:8][CH2:9][CH2:10][NH:11][C:12]([C:14]1[S:15][CH:16]=[CH:17][C:18]=1[NH:19][C:20]1[CH:25]=[CH:24][N:23]=[C:22]2[NH:26][CH:27]=[CH:28][C:21]=12)=[O:13]. Reported procedure: This compound was prepared in an analogous manner as 3-(1H-Pyrrolo[2,3-b]pyridin-4-ylamino)-thiophene-2-carboxylic acid [2-(4-methoxy-benzylamino)-ethyl]-amide using 3-chlorobenzaldehyde instead of 4-methoxy benzaldehyde. LCMS (ESI) 426 (M+H) 1H NMR (400 MHz, DMSO-d6) δ ppm 11.50 (1H, br. s.) 10.43 (1H, s) 10.26 (1H, s) 7.94-8.11 (1H, m) 7.72-7.80 (1H, m) 7.37-7.52 (1H, m) 7.18-7.33 (1H, m) 7.05-7.14 (1H, m) 6.75-6.85 (1H, m) 6.36-6.44 (1H, m) 3.70 (2H, s) 3.31-3.38 (2H, m) 2.62 (2H, t, J=6.44 H... Starting materials: CCN(C(C)C)C(C)C (DIEA), C(C)(=O)OC(C)=O (acetic anhydride), FC1=C(C=C(C(=O)Cl)C=C1)[N+](=O)[O-] (4-fluoro-3-nitrobenzoyl chloride), CCN(C(C)C)C(C)C (DIEA). The solvent is C(Cl)Cl (DCM). Conditions: time 3 hour. The product is FC1=C(C=C(C(=O)O)C=C1)[N+](=O)[O-] (4-fluoro-3-nitro benzoic acid). Isolated yield 0.2%. RXN SMILES: CCN(C(C)C)C(C)C.[F:10][C:11]1[CH:19]=[CH:18][C:14]([C:15](Cl)=[O:16])=[CH:13][C:12]=1[N+:20]([O-:22])=[O:21].C(OC(=O)C)(=[O:25])C>C(Cl)Cl>[F:10][C:11]1[CH:19]=[CH:18][C:14]([C:15]([OH:25])=[O:16])=[CH:13][C:12]=1[N+:20]([O-:22])=[O:21]. Procedure details: On a solid phase synthesizer (Advanced Chemtech ACT 90), Wang resin (Nova Biochem, loading: 1.2 mmol/g, 20 mmol, 16.7 g) was washed twice with DCM (100 mL), twice with i-PrOH (100 mL) and was dried overnight under high vacuum over P2O5. The following day, the resin was washed with anhydrous DCM (2×100 mL) and was suspended in anhydrous DCM (100 mL). To the suspension was added DIEA (30 mmol, 5.2 mL) followed by a solution of 4-fluoro-3-nitrobenzoyl chloride (22 mmol, 4.48 g) dissolved in 10 ml o... Reactants: ClC1=NC=C(C(=N1)NC1=NNC(=C1)C1CC1)Cl (2,5-dichloro-N-(5-cyclopropyl-1H-pyrazol-3-yl)pyrimidin-4-amine), BrC=1C=CC(=NC1)[C@H](C)N ((S)-1-(5-bromopyridin-2-yl)ethanamine), CCN(C(C)C)C(C)C (DIEA). Run in CCCCO (n-BuOH). Run at temperature 180 celsius. Yields the product BrC=1C=CC(=NC1)[C@H](C)NC1=NC=C(C(=N1)NC1=NNC(=C1)C1CC1)Cl ((S)-N2-(1-(5-Bromopyridin-2-yl)ethyl)-5-chloro-N4-(5-cyclopropyl-1H-pyrazol-3-yl)-pyrimidine-2,4-diamine). Isolated yield 68.6%. As a reaction SMILES: Cl[C:2]1[N:7]=[C:6]([NH:8][C:9]2[CH:13]=[C:12]([CH:14]3[CH2:16][CH2:15]3)[NH:11][N:10]=2)[C:5]([Cl:17])=[CH:4][N:3]=1.[Br:18][C:19]1[CH:20]=[CH:21][C:22]([C@@H:25]([NH2:27])[CH3:26])=[N:23][CH:24]=1.CCN(C(C)C)C(C)C>CCCCO>[Br:18][C:19]1[CH:20]=[CH:21][C:22]([C@@H:25]([NH:27][C:2]2[N:7]=[C:6]([NH:8][C:9]3[CH:13]=[C:12]([CH:14]4[CH2:16][CH2:15]4)[NH:11][N:10]=3)[C:5]([Cl:17])=[CH:4][N:3]=2)[CH3:26])=[N:23][CH:24]=1. Reported procedure: A mixture of 2,5-dichloro-N-(5-cyclopropyl-1H-pyrazol-3-yl)pyrimidin-4-amine (Method 7; 0.15 g, 0.553 mmol), (S)-1-(5-bromopyridin-2-yl)ethanamine (Method 26; 0.245 g, 0.611 mmol), and DIEA (0.145 ml, 0.833 mmol) in n-BuOH (2 ml) was heated in a sealed tube at 180° C. in a microwave for 1 hour. The solvent was removed under reduced pressure and the residue was purified by column chromatography (hexane:EtOAc=1:1) to give the title compound as a white solid (0.165 g, 68%). 1H NMR (400 MHz) δ 12.48... Starting materials: CC#CC(CC(=O)O)c1ccc(OCC2=CC3(CCCC3)CCC2)cc1, CC(C)O, NCCCCC(N)C(=O)O, O. Product: CC#CC(CC(=O)O)c1ccc(OCC2=CC3(CCCC3)CCC2)cc1, NCCCCC(N)C(=O)O. Reaction SMILES: [CH2:1]1[CH2:2][CH2:3][CH2:4][C:5]12[CH:6]=[C:7]([CH2:11][O:12][c:13]1[cH:14][cH:15][c:16]([CH:19]([CH2:20][C:21](=[O:22])[OH:23])[C:24]#[C:25][CH3:26])[cH:17][cH:18]1)[CH2:8][CH2:9][CH2:10]2.[CH3:37][CH:38]([OH:39])[CH3:40].[NH2:27][CH2:28][CH2:29][CH2:30][CH2:31][CH:32]([NH2:33])[C:34]([OH:35])=[O:36].[OH2:41]>>[CH2:1]1[CH2:2][CH2:3][CH2:4][C:5]12[CH:6]=[C:7]([CH2:11][O:12][c:13]1[cH:14][cH:15][c:16]([CH:19]([CH2:20][C:21](=[O:22])[OH:23])[C:24]#[C:25][CH3:26])[cH:17][cH:18]1)[CH2:8][CH2:9][CH2:10]2.[NH2:27][CH2:28][CH2:29][CH2:30][CH2:31][CH:32]([NH2:33])[C:34](=[O:35])[OH:36]. Starting materials: C(C(C)C)C(C(=O)OCC1=CC=CC=C1)CC(=O)OC (benzyl 2-isobutyl-3-(methoxycarbonyl)-propionate), [H][H] (hydrogen). Reagents/catalysts: [Pd] (palladium on carbon). Run in CO (methanol). The product is C(C(C)C)C(C(=O)O)CC(=O)OC (2-iso-butyl-3-(methoxycarbonyl)-propionic acid). Yield: 86.1%. RXN SMILES: [CH2:1]([CH:5]([CH2:16][C:17]([O:19][CH3:20])=[O:18])[C:6]([O:8]CC1C=CC=CC=1)=[O:7])[CH:2]([CH3:4])[CH3:3].[H][H]>[Pd].CO>[CH2:1]([CH:5]([CH2:16][C:17]([O:19][CH3:20])=[O:18])[C:6]([OH:8])=[O:7])[CH:2]([CH3:4])[CH3:3]. Reported procedure: A mixture of 8.01 g (0.029 mol) of (2) and 1 g of 10% palladium on carbon in 50 mL of methanol was hydrogenated at room temperature under 4 atmospheres of hydrogen gas for 8 hr. After removal of the catalyst by filtration the filtrate was evaporated to dryness under reduced pressure to give 4.7 g (86% yield) of 2-iso-butyl-3-(methoxycarbonyl)-propionic acid (3) as a colorless oil. Reactants: CC(C)(C)OC(=O)c1ccc(C(=O)O)cc1Cl, CCOC(C)=O, CNC, Cl. Yields the product CN(C)C(=O)c1ccc(C(=O)OC(C)(C)C)c(Cl)c1. Reaction SMILES: [C:5]([CH3:6])([CH3:7])([CH3:8])[O:9][C:10](=[O:11])[c:12]1[c:13]([Cl:21])[cH:14][c:15]([C:16](=[O:17])[OH:18])[cH:19][cH:20]1.[CH3:22][CH2:23][O:24][C:25](=[O:26])[CH3:27].[CH3:2][NH:3][CH3:4].[ClH:1]>>[CH3:2][N:3]([CH3:4])[C:16]([c:15]1[cH:14][c:13]([Cl:21])[c:12]([C:10]([O:9][C:5]([CH3:6])([CH3:7])[CH3:8])=[O:11])[cH:20][cH:19]1)=[O:17]. Starting materials: COCOc1ccc(-c2ccc(C=O)cc2)cc1C12CC3CC(CC(C3)C1)C2, C1CCOC1, CC(C)O, Cl, O. Yields the product O=Cc1ccc(-c2ccc(O)c(C34CC5CC(CC(C5)C3)C4)c2)cc1. Reaction SMILES: [C:1]12([c:11]3[cH:12][c:13](-[c:21]4[cH:22][cH:23][c:24]([CH:25]=[O:26])[cH:27][cH:28]4)[cH:14][cH:15][c:16]3[O:17][CH2:18][O:19][CH3:20])[CH2:2][CH:3]3[CH2:4][CH:5]([CH2:6][CH:7]([CH2:8]1)[CH2:9]3)[CH2:10]2.[CH2:30]1[O:31][CH2:32][CH2:33][CH2:34]1.[CH:35]([OH:36])([CH3:37])[CH3:38].[ClH:29].[OH2:39]>>[C:1]12([c:11]3[cH:12][c:13](-[c:21]4[cH:22][cH:23][c:24]([CH:25]=[O:26])[cH:27][cH:28]4)[cH:14][cH:15][c:16]3[OH:17])[CH2:2][CH:3]3[CH2:4][CH:5]([CH2:6][CH:7]([CH2:8]1)[CH2:9]3)[CH2:10]2.